From a dataset of the Open Reaction Database (ORD), a public repository of structured organic reaction records. describe an organic reaction: reactants, conditions, products, and yield The reactants are ClC=1C=CC(=C(C1)C1=CC(N(C=C1OC)C(C(=O)OC(C)(C)C)CC(C)C)=O)OC(F)F (tert-butyl 2-{4-[5-chloro-2-(difluoromethoxy)phenyl]-5-methoxy-2-oxopyridin-1(2H)-yl}-4-methylpentanoate), C(=O)(C(F)(F)F)O (TFA). The product is ClC=1C=CC(=C(C1)C1=CC(N(C=C1OC)C(C(=O)O)CC(C)C)=O)OC(F)F (2-{4-[5-Chloro-2-(difluoromethoxy)phenyl]-5-methoxy-2-oxopyridine-1(2H)-yl}-4-methylpentanoic acid). As a reaction SMILES: [Cl:1][C:2]1[CH:3]=[CH:4][C:5]([O:29][CH:30]([F:32])[F:31])=[C:6]([C:8]2[C:13]([O:14][CH3:15])=[CH:12][N:11]([CH:16]([CH2:24][CH:25]([CH3:27])[CH3:26])[C:17]([O:19]C(C)(C)C)=[O:18])[C:10](=[O:28])[CH:9]=2)[CH:7]=1.C(O)(C(F)(F)F)=O>>[Cl:1][C:2]1[CH:3]=[CH:4][C:5]([O:29][CH:30]([F:32])[F:31])=[C:6]([C:8]2[C:13]([O:14][CH3:15])=[CH:12][N:11]([CH:16]([CH2:24][CH:25]([CH3:27])[CH3:26])[C:17]([OH:19])=[O:18])[C:10](=[O:28])[CH:9]=2)[CH:7]=1. Reported procedure: 370 mg (0.75 mmol) of tert-butyl 2-{4-[5-chloro-2-(difluoromethoxy)phenyl]-5-methoxy-2-oxopyridin-1(2H)-yl}-4-methylpentanoate (racemate) were hydrolysed with TFA according to General Method 6A. Yield: 319 mg (purity 91%, 93% of theory) Reactants: C1CCOC1, O=C1CCC(=O)N1Br, COc1ccc(-c2cc(C#N)c3cc(O)ccc3c2)cc1. The product is COc1ccc(-c2cc(C#N)c3c(Br)c(O)ccc3c2)cc1. RXN SMILES: [CH2:30]1[O:31][CH2:32][CH2:33][CH2:34]1.[O:22]=[C:23]1[N:24]([Br:29])[C:25](=[O:26])[CH2:27][CH2:28]1.[OH:1][c:2]1[cH:3][cH:4][c:5]2[cH:6][c:7](-[c:14]3[cH:15][cH:16][c:17]([O:20][CH3:21])[cH:18][cH:19]3)[cH:8][c:9]([C:12]#[N:13])[c:10]2[cH:11]1>>[OH:1][c:2]1[cH:3][cH:4][c:5]2[cH:6][c:7](-[c:14]3[cH:15][cH:16][c:17]([O:20][CH3:21])[cH:18][cH:19]3)[cH:8][c:9]([C:12]#[N:13])[c:10]2[c:11]1[Br:29].